Dataset: the Open Reaction Database (ORD), a public repository of structured organic reaction records. Task: describe an organic reaction: reactants, conditions, products, and yield Yield: 45.0%. Product: FC=1C=CC2=C(C(=C(S2)S(=O)(=O)NC=2C=C(C(=O)O)C=CC2)C)C1 (3-{[(5-Fluoro-3-methyl-1-benzothiophen-2-yl)sulfonyl]amino}benzoic acid). Procedure: The product was prepared according to General Procedure 1, described in Example 1, with 5-fluoro-3-methylbenzothiophene-2-sulfonyl chloride (Intermediate 14) (26 mg, 0.10 mmol) and 3-aminobenzoic acid (26 mg, 0.19 mmol). The title compound was obtained in 45% yield (16.5 mg). MS (ESI+) calcd mass for C16H12FNO4S2 365.019178, found 365.018988. The reactants are FC=1C=CC2=C(C(=C(S2)S(=O)(=O)Cl)C)C1 (5-fluoro-3-methylbenzothiophene-2-sulfonyl chloride), FC=1C=CC2=C(C(=C(S2)S(=O)(=O)Cl)C)C1 (5-fluoro-3-methylbenzothiophene-2-sulfonyl chloride), NC=1C=C(C(=O)O)C=CC1 (3-aminobenzoic acid). RXN SMILES: [F:1][C:2]1[CH:3]=[CH:4][C:5]2[S:9][C:8]([S:10](Cl)(=[O:12])=[O:11])=[C:7]([CH3:14])[C:6]=2[CH:15]=1.[NH2:16][C:17]1[CH:18]=[C:19]([CH:23]=[CH:24][CH:25]=1)[C:20]([OH:22])=[O:21]>>[F:1][C:2]1[CH:3]=[CH:4][C:5]2[S:9][C:8]([S:10]([NH:16][C:17]3[CH:18]=[C:19]([CH:23]=[CH:24][CH:25]=3)[C:20]([OH:22])=[O:21])(=[O:12])=[O:11])=[C:7]([CH3:14])[C:6]=2[CH:15]=1. Starting materials: CCCc1nc2c(n1Cc1ccc(-c3ccccc3-c3nnnn3C(c3ccccc3)(c3ccccc3)c3ccccc3)cc1)C(C(=O)OCC)N(CC)CC2, CCO, O=C(O)C=CC(=O)O. Product: CCCc1nc2c(n1Cc1ccc(-c3ccccc3-c3nnn[nH]3)cc1)C(C(=O)OCC)N(CC)CC2. As a reaction SMILES: [CH2:1]([CH3:2])[N:3]1[CH:4]([C:52](=[O:53])[O:54][CH2:55][CH3:56])[c:5]2[c:6]([n:9][c:10]([CH2:49][CH2:50][CH3:51])[n:11]2[CH2:12][c:13]2[cH:14][cH:15][c:16](-[c:19]3[c:20](-[c:25]4[n:26][n:27][n:28][n:29]4[C:30]([c:31]4[cH:32][cH:33][cH:34][cH:35][cH:36]4)([c:37]4[cH:38][cH:39][cH:40][cH:41][cH:42]4)[c:43]4[cH:44][cH:45][cH:46][cH:47][cH:48]4)[cH:21][cH:22][cH:23][cH:24]3)[cH:17][cH:18]2)[CH2:7][CH2:8]1.[CH3:65][CH2:66][OH:67].[OH:57][C:58]([CH:59]=[CH:60][C:61](=[O:62])[OH:63])=[O:64]>>[CH2:1]([CH3:2])[N:3]1[CH:4]([C:52](=[O:53])[O:54][CH2:55][CH3:56])[c:5]2[c:6]([n:9][c:10]([CH2:49][CH2:50][CH3:51])[n:11]2[CH2:12][c:13]2[cH:14][cH:15][c:16](-[c:19]3[c:20](-[c:25]4[n:26][n:27][n:28][nH:29]4)[cH:21][cH:22][cH:23][cH:24]3)[cH:17][cH:18]2)[CH2:7][CH2:8]1. Reactants: COC(=O)N1CCC(C#N)CC1Cc1ccc(C(F)(F)F)cc1, CCOC(C)=O, Cl, [K+], [OH-], O, OO. The product is COC(=O)N1CCC(C(=O)O)CC1Cc1ccc(C(F)(F)F)cc1. As a reaction SMILES: [C:1](#[N:2])[CH:3]1[CH2:4][CH:5]([CH2:13][c:14]2[cH:15][cH:16][c:17]([C:20]([F:21])([F:22])[F:23])[cH:18][cH:19]2)[N:6]([C:9](=[O:10])[O:11][CH3:12])[CH2:7][CH2:8]1.[CH3:30][CH2:31][O:32][C:33]([CH3:34])=[O:35].[ClH:28].[K+:27].[OH-:26].[OH2:29].[OH:24][OH:25]>>[C:1]([CH:3]1[CH2:4][CH:5]([CH2:13][c:14]2[cH:15][cH:16][c:17]([C:20]([F:21])([F:22])[F:23])[cH:18][cH:19]2)[N:6]([C:9](=[O:10])[O:11][CH3:12])[CH2:7][CH2:8]1)(=[O:26])[OH:29]. The reactants are N1=CC(=CC=C1)B1OCCCO1 (2-(3-pyridyl)-1,3,2-dioxaborinane), C([O-])([O-])=O.[Cs+].[Cs+] (cesium carbonate), O (Water), C(C)(C)(C)OC(=O)N1CCC(CC1)C(CC1=C(C=CC=C1)Br)=O (1-[1-(tert-butoxycarbonyl)piperidin-4-yl]-2-(2-bromophenyl)ethanone). Procedure details: After dissolving 575 mg of 1-[1-(tert-butoxycarbonyl)piperidin-4-yl]-2-(2-bromophenyl)ethanone in 10 ml of N,N-dimethylformamide, there were added 489 mg of 2-(3-pyridyl)-1,3,2-dioxaborinane, 173 mg of tetrakis(triphenylphosphine) palladium(0) and 1.47 g of anhydrous cesium carbonate, and the mixture was stirred at 100° C. for 2 hours under a nitrogen atmosphere. Water was added to the reaction mixture, and extraction was performed with ethyl acetate. The organic layer was washed with water and ... Reagents/catalysts: [Pd].C1(=CC=CC=C1)P(C1=CC=CC=C1)C1=CC=CC=C1.C1(=CC=CC=C1)P(C1=CC=CC=C1)C1=CC=CC=C1.C1(=CC=CC=C1)P(C1=CC=CC=C1)C1=CC=CC=C1.C1(=CC=CC=C1)P(C1=CC=CC=C1)C1=CC=CC=C1 (tetrakis(triphenylphosphine) palladium(0)). Reaction conditions: temperature 100 celsius, time 2 hour. The yield is 66.2%. Product: C(C)(C)(C)OC(=O)N1CCC(CC1)C(CC1=C(C=CC=C1)C=1C=NC=CC1)=O (1-[1-(tert-Butoxycarbonyl)piperidin-4-yl]-2-[2-(3-pyridyl)phenyl]ethanone). Run in C(C)(=O)OCC (ethyl acetate), CN(C=O)C (N,N-dimethylformamide). Reaction SMILES: [C:1]([O:5][C:6]([N:8]1[CH2:13][CH2:12][CH:11]([C:14](=[O:23])[CH2:15][C:16]2[CH:21]=[CH:20][CH:19]=[CH:18][C:17]=2Br)[CH2:10][CH2:9]1)=[O:7])([CH3:4])([CH3:3])[CH3:2].[N:24]1[CH:29]=[CH:28][CH:27]=[C:26](B2OCCCO2)[CH:25]=1.C(=O)([O-])[O-].[Cs+].[Cs+].O>CN(C)C=O.[Pd].C1(P(C2C=CC=CC=2)C2C=CC=CC=2)C=CC=CC=1.C1(P(C2C=CC=CC=2)C2C=CC=CC=2)C=CC=CC=1.C1(P(C2C=CC=CC=2)C2C=CC=CC=2)C=CC=CC=1.C1(P(C2C=CC=CC=2)C2C=CC=CC=2)C=CC=CC=1.C(OCC)(=O)C>[C:1]([O:5][C:6]([N:8]1[CH2:13][CH2:12][CH:11]([C:14](=[O:23])[CH2:15][C:16]2[CH:21]=[CH:20][CH:19]=[CH:18][C:17]=2[C:26]2[CH:25]=[N:24][CH:29]=[CH:28][CH:27]=2)[CH2:10][CH2:9]1)=[O:7])([CH3:4])([CH3:3])[CH3:2] |f:2.3.4,7.8.9.10.11|. Reactants: COC1=CC=C(C=2NC(=NC21)CCCN(C(CC2(C1C=C(C(C2)CC1)C1=CC=CC=C1)O)=O)C)OC (rac-(1R*,2R*,4R*)-N-[3-(4,7-dimethoxy-1H-benzoimidazol-2-yl)-propyl]-2-(2-hydroxy-5-phenyl-bicyclo[2.2.2]oct-5-en-2-yl)-N-methyl-acetamide), COCCO[AlH2-]OCCOC.[Na+] (Red-Al). Solvent: C1(=CC=CC=C1)C (toluene). Run at temperature 0 celsius, time 10 minute. The product is COC1=CC=C(C=2NC(=NC21)CCCN(CCC2(C1C=C(C(C2)CC1)C1=CC=CC=C1)O)C)OC (rac-(1R*,2R*,4R*)-2-(2-{[3-(4,7-dimethoxy-1H-benzoimidazol-2-yl)-propyl]-methyl-amino}-ethyl)-5-phenyl-bicyclo[2.2.2]oct-5-en-2-ol). Yield: 76.4%. RXN SMILES: [CH3:1][O:2][C:3]1[C:11]2[N:10]=[C:9]([CH2:12][CH2:13][CH2:14][N:15]([CH3:34])[C:16](=O)[CH2:17][C:18]3([OH:32])[CH2:23][CH:22]4[CH2:24][CH2:25][CH:19]3[CH:20]=[C:21]4[C:26]3[CH:31]=[CH:30][CH:29]=[CH:28][CH:27]=3)[NH:8][C:7]=2[C:6]([O:35][CH3:36])=[CH:5][CH:4]=1.COCCO[AlH2-]OCCOC.[Na+]>C1(C)C=CC=CC=1>[CH3:36][O:35][C:6]1[C:7]2[N:8]=[C:9]([CH2:12][CH2:13][CH2:14][N:15]([CH3:34])[CH2:16][CH2:17][C:18]3([OH:32])[CH2:23][CH:22]4[CH2:24][CH2:25][CH:19]3[CH:20]=[C:21]4[C:26]3[CH:27]=[CH:28][CH:29]=[CH:30][CH:31]=3)[NH:10][C:11]=2[C:3]([O:2][CH3:1])=[CH:4][CH:5]=1 |f:1.2|. Procedure details: To a solution of 310 mg of rac-(1R*,2R*,4R*)-N-[3-(4,7-dimethoxy-1H-benzoimidazol-2-yl)-propyl]-2-(2-hydroxy-5-phenyl-bicyclo[2.2.2]oct-5-en-2-yl)-N-methyl-acetamide in 8 mL toluene were added dropwise 0.77 mL of a Red-Al solution (65% in toluene) at 0° C. After stirring for 10 min at 0° C., the cooling bath was removed and stirring was continued for 3 h at rt. The reaction mixture was then carefully poured onto a mixture of 1M NaOH/ice and stirred for 10 min. The aq. phase was extracted with to... Starting materials: C1(=CC=CC=C1)[C@@H](CC)NC(=O)C=1C=CN2CCCCC12 (5,6,7,8-tetrahydro-indolizine-1-carboxylic acid ((R)-1-phenyl-propyl)-amide), BrN1C(CCC1=O)=O (N-bromo-succinimide), [OH-].[Na+] (sodium hydroxide). Solvent: ClCCl (dichloromethane). Run at temperature -78 celsius, time 1 hour. The product is C1(=CC=CC=C1)[C@@H](CC)NC(=O)C=1C=C(N2CCCCC12)Br (3-bromo-5,6,7,8-tetrahydro-indolizine-1-carboxylic acid ((R)-1-phenyl-propyl)-amide). Isolated yield 42.2%. As a reaction SMILES: [C:1]1([C@H:7]([NH:10][C:11]([C:13]2[CH:14]=[CH:15][N:16]3[C:21]=2[CH2:20][CH2:19][CH2:18][CH2:17]3)=[O:12])[CH2:8][CH3:9])[CH:6]=[CH:5][CH:4]=[CH:3][CH:2]=1.[Br:22]N1C(=O)CCC1=O.[OH-].[Na+]>ClCCl>[C:1]1([C@H:7]([NH:10][C:11]([C:13]2[CH:14]=[C:15]([Br:22])[N:16]3[C:21]=2[CH2:20][CH2:19][CH2:18][CH2:17]3)=[O:12])[CH2:8][CH3:9])[CH:6]=[CH:5][CH:4]=[CH:3][CH:2]=1 |f:2.3|. Procedure: To a solution of 5,6,7,8-tetrahydro-indolizine-1-carboxylic acid ((R)-1-phenyl-propyl)-amide (9i) (9.7 g, 34.35 mmol) in dry dichloromethane (200 ml) at −78° C. was added N-bromo-succinimide (6.11 g, 34.35 mmol) in several portions (over 2 min) and the mixture was stirred for 1 h min at −78° C., 1 h at 0° C. and 30 min at 25° C. Then 500 ml aqueous 2% sodium hydroxide was added, and the mixture was extracted 3 times with dichloromethane, the combined organic layers were dried over sodium sulfate...